Task: describe an organic reaction: reactants, conditions, products, and yield. Dataset: the Open Reaction Database (ORD), a public repository of structured organic reaction records RXN SMILES: [Br-:1].[Br:11][c:12]1[c:13](-[c:24]2[cH:25][c:26]3[cH:27][n:28]([CH3:33])[n:29][c:30]3[cH:31][cH:32]2)[n:14][s:15][c:16]1[NH:17][C:18](=[O:19])[CH:20]1[CH:21]([CH3:23])[CH2:22]1.[CH3:2][O:3][c:4]1[cH:5][cH:6][cH:7][c:8]([Zn+:10])[n:9]1.[O:34]1[CH2:35][CH2:36][CH2:37][CH2:38]1>>[CH3:2][O:3][c:4]1[cH:5][cH:6][cH:7][c:8](-[c:12]2[c:13](-[c:24]3[cH:25][c:26]4[cH:27][n:28]([CH3:33])[n:29][c:30]4[cH:31][cH:32]3)[n:14][s:15][c:16]2[NH:17][C:18](=[O:19])[CH:20]2[CH:21]([CH3:23])[CH2:22]2)[n:9]1. Product: COc1cccc(-c2c(-c3ccc4nn(C)cc4c3)nsc2NC(=O)C2CC2C)n1. Reactants: [Br-], CC1CC1C(=O)Nc1snc(-c2ccc3nn(C)cc3c2)c1Br, COc1cccc([Zn+])n1, C1CCOC1. Reactants: C(CCC)[Sn](C=C)(CCCC)CCCC (tributyl(vinyl)tin), FC(S(=O)(=O)OC=1C=C2CCC=3N=C(OC3C2=CC1)C1=C(C(=NO1)C1=CC=CC=C1)C(F)(F)F)(F)F (2-(3-phenyl-4-(trifluoromethyl)isoxazol-5-yl)-4,5-dihydronaphtho[2,1-d]oxazol-7-yl trifluoromethanesulfonate), [Cl-].[Li+] (lithium chloride). Reagents/catalysts: C=1C=CC(=CC1)[P](C=2C=CC=CC2)(C=3C=CC=CC3)[Pd]([P](C=4C=CC=CC4)(C=5C=CC=CC5)C=6C=CC=CC6)([P](C=7C=CC=CC7)(C=8C=CC=CC8)C=9C=CC=CC9)[P](C=1C=CC=CC1)(C=1C=CC=CC1)C=1C=CC=CC1 (tetrakis(triphenylphosphine)palladium(0)). The solvent is O1CCOCC1 (dioxane). Run at temperature 100 celsius, time 20 hour. The product is C1(=CC=CC=C1)C1=NOC(=C1C(F)(F)F)C=1OC2=C(N1)CCC1=CC(=CC=C12)C=C (2-(3-phenyl-4-(trifluoromethyl)isoxazol-5-yl)-7-vinyl-4,5-dihydronaphtho[2,1-d]oxazole). The yield is 45.8%. Reaction SMILES: FC(F)(F)S(O[C:7]1[CH:8]=[C:9]2[C:17](=[CH:18][CH:19]=1)[C:16]1[O:15][C:14]([C:20]3[O:24][N:23]=[C:22]([C:25]4[CH:30]=[CH:29][CH:28]=[CH:27][CH:26]=4)[C:21]=3[C:31]([F:34])([F:33])[F:32])=[N:13][C:12]=1[CH2:11][CH2:10]2)(=O)=O.[CH2:37]([Sn](CCCC)(CCCC)C=C)[CH2:38]CC.[Cl-].[Li+]>O1CCOCC1.C1C=CC([P]([Pd]([P](C2C=CC=CC=2)(C2C=CC=CC=2)C2C=CC=CC=2)([P](C2C=CC=CC=2)(C2C=CC=CC=2)C2C=CC=CC=2)[P](C2C=CC=CC=2)(C2C=CC=CC=2)C2C=CC=CC=2)(C2C=CC=CC=2)C2C=CC=CC=2)=CC=1>[C:25]1([C:22]2[C:21]([C:31]([F:33])([F:32])[F:34])=[C:20]([C:14]3[O:15][C:16]4[C:17]5[C:9](=[CH:8][C:7]([CH:37]=[CH2:38])=[CH:19][CH:18]=5)[CH2:10][CH2:11][C:12]=4[N:13]=3)[O:24][N:23]=2)[CH:30]=[CH:29][CH:28]=[CH:27][CH:26]=1 |f:2.3,^1:63,65,84,103|. Reported procedure: To a solution of 2-(3-phenyl-4-(trifluoromethyl)isoxazol-5-yl)-4,5-dihydronaphtho[2,1-d]oxazol-7-yl trifluoromethanesulfonate (Preparation 48A, 140 mg, 0.264 mmol) in dioxane (1 mL) in a 150 mL sealed tube were sequentially added tributyl(vinyl)tin (0.085 mL, 0.290 mmol), lithium chloride (33.6 mg, 0.792 mmol), and tetrakis(triphenylphosphine)palladium(0) (30.5 mg, 0.026 mmol). The solution was purged with argon for 5 mins. It was stirred for 20 hrs in a 100° C. oil bath. After cooling, the solu... Reactants: [Br-], [Br-], [Br-], CC(=O)c1cc(Br)no1, C1CCOC1, O, C[N+](C)(C)c1ccccc1, C[N+](C)(C)c1ccccc1, C[N+](C)(C)c1ccccc1. Product: O=C(CBr)c1cc(Br)no1. Reaction SMILES: [Br-:10].[Br-:11].[Br-:12].[Br:1][c:2]1[n:3][o:4][c:5]([C:7]([CH3:8])=[O:9])[cH:6]1.[O:43]1[CH2:44][CH2:45][CH2:46][CH2:47]1.[OH2:48].[c:13]1([N+:14]([CH3:15])([CH3:16])[CH3:17])[cH:18][cH:19][cH:20][cH:21][cH:22]1.[c:23]1([N+:24]([CH3:25])([CH3:26])[CH3:27])[cH:28][cH:29][cH:30][cH:31][cH:32]1.[c:33]1([N+:34]([CH3:35])([CH3:36])[CH3:37])[cH:38][cH:39][cH:40][cH:41][cH:42]1>>[Br:1][c:2]1[n:3][o:4][c:5]([C:7]([CH2:8][Br:10])=[O:9])[cH:6]1. Starting materials: C1CNC1, C1CCOC1, N#Cc1c(Cl)nc(SCc2csc(-c3ccc(Cl)cc3)n2)c(C#N)c1-c1ccc(OCCO)cc1, O. Yields the product N#Cc1c(SCc2csc(-c3ccc(Cl)cc3)n2)nc(N2CCC2)c(C#N)c1-c1ccc(OCCO)cc1. Reaction SMILES: [CH2:36]1[CH2:37][NH:38][CH2:39]1.[CH2:41]1[O:42][CH2:43][CH2:44][CH2:45]1.[Cl:1][c:2]1[n:3][c:4]([S:22][CH2:23][c:24]2[n:25][c:26](-[c:29]3[cH:30][cH:31][c:32]([Cl:35])[cH:33][cH:34]3)[s:27][cH:28]2)[c:5]([C:20]#[N:21])[c:6](-[c:10]2[cH:11][cH:12][c:13]([O:16][CH2:17][CH2:18][OH:19])[cH:14][cH:15]2)[c:7]1[C:8]#[N:9].[OH2:40]>>[c:2]1([N:38]2[CH2:37][CH2:36][CH2:39]2)[n:3][c:4]([S:22][CH2:23][c:24]2[n:25][c:26](-[c:29]3[cH:30][cH:31][c:32]([Cl:35])[cH:33][cH:34]3)[s:27][cH:28]2)[c:5]([C:20]#[N:21])[c:6](-[c:10]2[cH:11][cH:12][c:13]([O:16][CH2:17][CH2:18][OH:19])[cH:14][cH:15]2)[c:7]1[C:8]#[N:9]. Starting materials: C(C1=CC=CC=C1)OC(=O)N[C@H](C(=O)O)CN (2(S)-benzyloxycarbonylamino-3-aminopropionic acid), CO (methanol), S(=O)(Cl)Cl (thionyl chloride). Procedure details: To a cooled suspension of 2(S)-benzyloxycarbonylamino-3-aminopropionic acid (Fluka) (23-1) (10 g, 0.042 mol) in 150 ml of methanol was added 5.47 g (0.046 mol) of thionyl chloride over 20 minutes. The resulting solution was allowed to stir at room temperature overnight. After ~18 hrs, the solvent was removed in vacuo, and the residual solid was stirred with 150 ml of ether for 0.5 hr. The resulting white solid was collected and air dried to give 23-2. As a reaction SMILES: [CH2:1]([O:8][C:9]([NH:11][C@@H:12]([CH2:16][NH2:17])[C:13]([OH:15])=[O:14])=[O:10])[C:2]1[CH:7]=[CH:6][CH:5]=[CH:4][CH:3]=1.S(Cl)([Cl:20])=O.[CH3:22]O>>[ClH:20].[CH2:1]([O:8][C:9]([NH:11][C@@H:12]([CH2:16][NH2:17])[C:13]([O:15][CH3:22])=[O:14])=[O:10])[C:2]1[CH:3]=[CH:4][CH:5]=[CH:6][CH:7]=1 |f:3.4|. Product: Cl.C(C1=CC=CC=C1)OC(=O)N[C@H](C(=O)OC)CN (Methyl 2(S)-Benzyloxycarbonylamino-3-aminopropionate hydrochloride). Reaction conditions: time 8 hour.